Dataset: the Open Reaction Database (ORD), a public repository of structured organic reaction records. Task: describe an organic reaction: reactants, conditions, products, and yield Starting materials: CC(C#N)(C)C1=CC(=CC(=C1)CN1N=CN=C1)CSC (2-methyl-2-[3-methylthiomethyl-5-(1H-1,2,4-triazol-1-ylmethyl)phenyl]-propiononitrile), I(=O)(=O)(=O)[O-].[Na+] (sodium periodate). The solvent is CO (methanol), O1CCCC1 (tetrahydrofuran), O (water), O (Water). Conditions: time 18 hour. Yields the product CC(C#N)(C)C1=CC(=CC(=C1)CN1N=CN=C1)CS(=O)C (2-methyl-2-[3-methylsulphinylmethyl-5-(1H-1,2,4-triazol-1-ylmethyl)phenyl]-propiononitrile). RXN SMILES: [CH3:1][C:2]([C:6]1[CH:11]=[C:10]([CH2:12][N:13]2[CH:17]=[N:16][CH:15]=[N:14]2)[CH:9]=[C:8]([CH2:18][S:19][CH3:20])[CH:7]=1)([CH3:5])[C:3]#[N:4].I([O-])(=O)(=O)=[O:22].[Na+]>CO.O1CCCC1.O>[CH3:5][C:2]([C:6]1[CH:11]=[C:10]([CH2:12][N:13]2[CH:17]=[N:16][CH:15]=[N:14]2)[CH:9]=[C:8]([CH2:18][S:19]([CH3:20])=[O:22])[CH:7]=1)([CH3:1])[C:3]#[N:4] |f:1.2|. Procedure details: A solution of the product of Example 30 (0.16 g) in methanol (0.5 ml) and tetrahydrofuran (5 ml) was stirred while a solution of sodium periodate (0.15 g) in water (0.5 ml) was added, and was then stirred at room temperature for a further 18 h. Water (5 ml) was added and the mixture was extracted six times with dichloromethane. The extracts were combined, dried and evaporated to dryness, and the residue was purified by flash column chromatography, eluting with methanol:ethyl acetate (1:9 by volu... Reactants: CCOC(=O)[C@H](CCC=1C=CC=CC1)N[C@@H](C)C(=O)N2CC=3C=CC=CC3C[C@H]2C(=O)O.Cl (quinapril hydrochloride), [OH-].[Mg+2].[OH-] (magnesium hydroxide). Run in O (water). Product: CCOC(=O)[C@H](CCC=1C=CC=CC1)N[C@@H](C)C(=O)N2CC=3C=CC=CC3C[C@H]2C(=O)O.[Mg] (quinapril magnesium), [Cl-].[Mg+2].[Cl-] (magnesium chloride). As a reaction SMILES: [CH3:1][CH2:2][O:3][C:4]([C@@H:6]([NH:15][C@H:16]([C:18]([N:20]1[C@H:29]([C:30]([OH:32])=[O:31])[CH2:28][C:27]2[CH:26]=[CH:25][CH:24]=[CH:23][C:22]=2[CH2:21]1)=[O:19])[CH3:17])[CH2:7][CH2:8][C:9]1[CH:10]=[CH:11][CH:12]=[CH:13][CH:14]=1)=[O:5].[ClH:33].[OH-].[Mg+2:35].[OH-]>O>[CH3:1][CH2:2][O:3][C:4]([C@@H:6]([NH:15][C@H:16]([C:18]([N:20]1[C@H:29]([C:30]([OH:32])=[O:31])[CH2:28][C:27]2[CH:26]=[CH:25][CH:24]=[CH:23][C:22]=2[CH2:21]1)=[O:19])[CH3:17])[CH2:7][CH2:8][C:9]1[CH:14]=[CH:13][CH:12]=[CH:11][CH:10]=1)=[O:5].[Mg:35].[Cl-:33].[Mg+2:35].[Cl-:33] |f:0.1,2.3.4,6.7,8.9.10|. Procedure details: In the liquid mixture, the 10.0 g of quinapril hydrochloride reacted with 1.23 g of magnesium hydroxide to produce 9.47 g of quinapril magnesium plus 1.00 g of magnesium chloride, plus 0.76 g of water. The liquid was then filtered to remove the excess magnesium hydroxide. The reactants are NC=1C=C(C(N(C1)C)=O)C (5-amino-1,3-dimethylpyridin-2(1H)-one), ClC1=CC=C(C=O)C=C1 (4-chlorobenzaldehyde), CC(=O)O (AcOH). Run at temperature 85 celsius, time 1 hour. Run in CCO (EtOH). RXN SMILES: [NH2:1][C:2]1[CH:3]=[C:4]([CH3:10])[C:5](=[O:9])[N:6]([CH3:8])[CH:7]=1.[Cl:11][C:12]1[CH:19]=[CH:18][C:15]([CH:16]=O)=[CH:14][CH:13]=1.CC(O)=O>CCO>[Cl:11][C:12]1[CH:19]=[CH:18][C:15](/[CH:16]=[N:1]/[C:2]2[CH:3]=[C:4]([CH3:10])[C:5](=[O:9])[N:6]([CH3:8])[CH:7]=2)=[CH:14][CH:13]=1. Reported procedure: To a stirred solution of 5-amino-1,3-dimethylpyridin-2(1H)-one (Step 20.2) (5.2 g, 37.6 mmol) in EtOH (100 mL) were added 4-chlorobenzaldehyde (5.04 g, 35.8 mmol) and AcOH (0.410 mL, 7.17 mmol). The resulting mixture was heated up and stirred at 85° C. for 1 hr. The reaction was concentrated under reduced pressure and the resulting crude mixture was triturated in Et2O to afford the title product (7.6 g, 29.2 mmol) as beige solid. tR: 0.92 min (LC-MS 2). Yields the product ClC1=CC=C(\C=N\C=2C=C(C(N(C2)C)=O)C)C=C1 ((E)-5-((4-chlorobenzylidene)amino)-1,3-dimethylpyridin-2(1H)-one). The yield is 81.6%. Starting materials: Cl.ClC1=CC=C(C=C1)NNCC=1C=CC2=C(N(N=N2)C)C1 ((+)-6-[(4-chlorophenyl)hydrazinomethyl]-1-methyl-1H-benzotriazole monohydrochloride), C(C)(=O)O.C(N)=N (methanimidamide monoacetate). Solvent: CO (methanol). Conditions: time 1.5 hour. Yields the product ClC1=CC=C(C=C1)C(C=1C=CC2=C(N(N=N2)C)C1)N1N=CN=C1 ((+)-6-[(4-chloro-phenyl)-(1H-1,2,4-triazol-1 -yl) methyl]-1-methyl-1H-benzotriazole). The yield is 131.8%. Reaction SMILES: [ClH:1].ClC1C=C[C:6]([NH:9][NH:10][CH2:11][C:12]2[CH:13]=[CH:14][C:15]3[N:19]=[N:18][N:17]([CH3:20])[C:16]=3[CH:21]=2)=CC=1.[C:22](O)(=O)[CH3:23].[CH:26](=[NH:28])N>CO>[Cl:1][C:22]1[CH:23]=[CH:16][C:21]([CH:11]([N:10]2[CH:26]=[N:28][CH:6]=[N:9]2)[C:12]2[CH:13]=[CH:14][C:15]3[N:19]=[N:18][N:17]([CH3:20])[C:16]=3[CH:21]=2)=[CH:12][CH:11]=1 |f:0.1,2.3|. Procedure: A mixture of 5 g of intermediate 4-a, 4.8 g of methanimidamide monoacetate and 15 ml of methanol was stirred for 1.5 hours at reflux temperature. After cooling to room temperature, the reaction mixture crystallized and there were added 30 ml of water. After stirring for 1 hour the precipitate was filtered off, washed with water and dried in vacuo at 50° C. The product was diluted with 11.8 ml of 2-propanol and the whole was treated with active charcoal for 15 min. at reflux temperature. The char...